Dataset: the Open Reaction Database (ORD), a public repository of structured organic reaction records. Task: describe an organic reaction: reactants, conditions, products, and yield Starting materials: C1(=CC=CC=C1)C1=NN2C(C=NC=C2)=C1C=1C=NC(=CC1)S(=O)(=O)C1=CC=CC=C1 (2-phenyl-3-[6-(phenylsulfonyl)-3-pyridinyl]pyrazolo[1,5-a]pyrazine), C[O-].[Na+] (sodium methoxide). Solvent: CO (MeOH), O1CCOCC1 (1,4-dioxane). Run at temperature 85 celsius, time 1 hour. The product is COC1=CC=C(C=N1)C=1C(=NN2C1C=NC=C2)C2=CC=CC=C2 (3-(6-methoxy-3-pyridinyl)-2-phenylpyrazolo[1,5-a]pyrazine). RXN SMILES: [C:1]1([C:7]2[C:15]([C:16]3[CH:17]=[N:18][C:19](S(C4C=CC=CC=4)(=O)=O)=[CH:20][CH:21]=3)=[C:10]3[CH:11]=[N:12][CH:13]=[CH:14][N:9]3[N:8]=2)[CH:6]=[CH:5][CH:4]=[CH:3][CH:2]=1.[CH3:31][O-:32].[Na+]>CO.O1CCOCC1>[CH3:31][O:32][C:19]1[N:18]=[CH:17][C:16]([C:15]2[C:7]([C:1]3[CH:6]=[CH:5][CH:4]=[CH:3][CH:2]=3)=[N:8][N:9]3[CH:14]=[CH:13][N:12]=[CH:11][C:10]=23)=[CH:21][CH:20]=1 |f:1.2|. Reported procedure: A mixture of 2-phenyl-3-[6-(phenylsulfonyl)-3-pyridinyl]pyrazolo[1,5-a]pyrazine (3.93 g) and sodium methoxide (5.2M MeOH solution, 10 mL) in MeOH (60 mL) and 1,4-dioxane (60 mL) was stirred at 85° C. for 1 h. The reaction mixture was concentrated in vacuo, and ice water was added, extracted, with EtOAc, washed with water and brine, dried over sodium sulfate, evaporated in vacuo. The residue was purified by silica gel column chromatography (n-hexane-EtOAc 2:3) to give 3-(6-methoxy-3-pyridinyl)-2-... The reactants are Cl (HCl), CS(=O)(=O)N1CC(NCC1)(C)C (4-methanesulphonyl-2,2-dimethylpiperazine), N(=O)[O-].[Na+] (sodium nitrite), O (water). Solvent: CO (methanol). Product: CS(=O)(=O)N1CC(N(CC1)N=O)(C)C (4-Methanesulphonyl-2,2-dimethyl-1-nitrosopiperazine). Reaction SMILES: [CH3:1][S:2]([N:5]1[CH2:10][CH2:9][NH:8][C:7]([CH3:12])([CH3:11])[CH2:6]1)(=[O:4])=[O:3].[N:13]([O-])=[O:14].[Na+].O.Cl>CO>[CH3:1][S:2]([N:5]1[CH2:10][CH2:9][N:8]([N:13]=[O:14])[C:7]([CH3:12])([CH3:11])[CH2:6]1)(=[O:3])=[O:4] |f:1.2|. Procedure: A mixture, cooled to 0°-5° C., of 45 g of 4-methanesulphonyl-2,2-dimethylpiperazine, 19.3 g of sodium nitrite, 250 ml of water and 100 ml of methanol is adjusted to pH 1.0 using conc. HCl and stirred at a gradually increasing temperature for 12 hours. The precipitate is filtered off with suction, washed with water and dried in vacuo. Reactants: solution, CC1(OO1)C (DMDO), C(C1=CC=CC=C1)OC1=C2C(C=C(OC2=CC(=C1)OCC1=CC=CC=C1)C1=CC=C(C=C1)OCC1=CC=CC=C1)=O (5,7-Bis-(benzyloxy)-2-(4-(benzyloxy)phenyl)-4H-chromen-4-one). Run in CC(=O)C (acetone), C(Cl)Cl (CH2Cl2). Conditions: temperature 0 celsius, time 8 hour. The product is C(C1=CC=CC=C1)OC1=C2C(C(=C(OC2=CC(=C1)OCC1=CC=CC=C1)C1=CC=C(C=C1)OCC1=CC=CC=C1)O)=O (5,7-Bis-(benzyloxy)-2-(4-(benzyloxy)phenyl)-3-hydroxy-4H-chromen-4-one). Reaction SMILES: [CH2:1]([O:8][C:9]1[CH:18]=[C:17]([O:19][CH2:20][C:21]2[CH:26]=[CH:25][CH:24]=[CH:23][CH:22]=2)[CH:16]=[C:15]2[C:10]=1[C:11](=[O:41])[CH:12]=[C:13]([C:27]1[CH:32]=[CH:31][C:30]([O:33][CH2:34][C:35]3[CH:40]=[CH:39][CH:38]=[CH:37][CH:36]=3)=[CH:29][CH:28]=1)[O:14]2)[C:2]1[CH:7]=[CH:6][CH:5]=[CH:4][CH:3]=1.CC1(C)O[O:44]1>C(Cl)Cl.CC(C)=O>[CH2:1]([O:8][C:9]1[CH:18]=[C:17]([O:19][CH2:20][C:21]2[CH:26]=[CH:25][CH:24]=[CH:23][CH:22]=2)[CH:16]=[C:15]2[C:10]=1[C:11](=[O:41])[C:12]([OH:44])=[C:13]([C:27]1[CH:28]=[CH:29][C:30]([O:33][CH2:34][C:35]3[CH:36]=[CH:37][CH:38]=[CH:39][CH:40]=3)=[CH:31][CH:32]=1)[O:14]2)[C:2]1[CH:7]=[CH:6][CH:5]=[CH:4][CH:3]=1. Procedure details: To a solution containing 1.00 g (1.85 mmol) of 3 in 30 mL of CH2Cl2 at 0° C. was added 30 mL of a 0.9-0.11 M solution of DMDO in acetone. The reaction mixture was stirred at 0° C. overnight under N2. Starting materials: C1=CC=CC2=CC=CC=C12 (naphthalene), CC=1C=CC(=CC1)C(C)C (p-cymene). Yields the product C(C)(C)C1=CC=CC2=CC=CC=C12 (isopropylnaphthalene). RXN SMILES: [CH:1]1[C:10]2[C:5](=[CH:6][CH:7]=[CH:8][CH:9]=2)[CH:4]=[CH:3][CH:2]=1.[CH3:11][C:12]1C=CC(C(C)C)=C[CH:17]=1>>[CH:12]([C:9]1[C:10]2[C:5](=[CH:4][CH:3]=[CH:2][CH:1]=2)[CH:6]=[CH:7][CH:8]=1)([CH3:17])[CH3:11]. Procedure: Reaction was carried out as in Example 7, but by reacting naphthalene with p-cymene. Yield of isopropylnaphthalene obtained was 51% with 93% β- and 7% α-isomer. The yield is 23.5%. Procedure: 4-(2-Aminoethoxymethyl)imidazole (2.24 g.) was caused to react with methyl isothiocyanate (1.21 g.) in isopropyl alcohol (25 ml.) in the usual way. The crude product was purified by chromatography on a column of silica gel with ethyl acetate as eluant and subsequently on a dry column of alumina, using chloroform. The final product was recrystallised from ethyl acetate to give N-methyl-N'-[2-(4-imidazolylmethoxy)ethyl]thiourea (0.80 g.), m.p. 96°-98°. (Found: C, 44.6; H, 6.5; N, 26.0; S, 14.7. C8... Yields the product CNC(=S)NCCOCC=1N=CNC1 (N-methyl-N'-[2-(4-imidazolylmethoxy)ethyl]thiourea). Reactants: NCCOCC=1N=CNC1 (4-(2-Aminoethoxymethyl)imidazole), CN=C=S (methyl isothiocyanate). As a reaction SMILES: [NH2:1][CH2:2][CH2:3][O:4][CH2:5][C:6]1[N:7]=[CH:8][NH:9][CH:10]=1.[CH3:11][N:12]=[C:13]=[S:14]>C(O)(C)C>[CH3:11][NH:12][C:13]([NH:1][CH2:2][CH2:3][O:4][CH2:5][C:6]1[N:7]=[CH:8][NH:9][CH:10]=1)=[S:14]. The solvent is C(C)(C)O (isopropyl alcohol).